describe an organic reaction: reactants, conditions, products, and yield From a dataset of the Open Reaction Database (ORD), a public repository of structured organic reaction records. Reactants: [OH-].[Na+] (sodium hydroxide), [OH-].[Na+] (sodium hydroxide), ClC1=C(C(=O)OC)C=CC(=C1C1=NC(=NO1)C(C)C)Cl (methyl 2,4-dichloro-3-(3-i-propyl-1,2,4-oxadiazol-5-yl)benzoate). The solvent is CO (methanol), CO (methanol). Reaction conditions: time 12 hour. Product: ClC1=C(C(=O)O)C=CC(=C1C1=NC(=NO1)C(C)C)Cl (2,4-dichloro-3-(3-i-propyl-1,2,4-oxadiazol-5-yl)benzoic acid). The yield is 55.7%. As a reaction SMILES: [OH-].[Na+].[Cl:3][C:4]1[C:13]([C:14]2[O:18][N:17]=[C:16]([CH:19]([CH3:21])[CH3:20])[N:15]=2)=[C:12]([Cl:22])[CH:11]=[CH:10][C:5]=1[C:6]([O:8]C)=[O:7]>CO>[Cl:3][C:4]1[C:13]([C:14]2[O:18][N:17]=[C:16]([CH:19]([CH3:20])[CH3:21])[N:15]=2)=[C:12]([Cl:22])[CH:11]=[CH:10][C:5]=1[C:6]([OH:8])=[O:7] |f:0.1|. Procedure: 2.06 g (51.5 mmol) of sodium hydroxide in 150 ml of methanol were added dropwise to 13.50 g (42.9 mmol) of methyl 2,4-dichloro-3-(3-i-propyl-1,2,4-oxadiazol-5-yl)benzoate in 330 ml of methanol. The mixture was stirred at room temperature for 12 hours and a further 0.52 g (12.9 mmol) of sodium hydroxide were added. The mixture was subsequently stirred at room temperature for a further 48 hours and the solvent was then removed. The residue was taken up in 200 ml of 5% strength potassium carbonate ...